From a dataset of the Open Reaction Database (ORD), a public repository of structured organic reaction records. describe an organic reaction: reactants, conditions, products, and yield The reactants are CCC(=O)O, O=CC(Cl)Cl, Cc1ccc(S(=O)(=O)NN)cc1. The product is Cc1ccc(S(=O)(=O)NN=CC(Cl)Cl)cc1. As a reaction SMILES: [CH3:18][CH2:19][C:20](=[O:21])[OH:22].[Cl:13][CH:14]([CH:15]=[O:16])[Cl:17].[S:1](=[O:2])(=[O:3])([c:4]1[cH:5][cH:6][c:7]([CH3:8])[cH:9][cH:10]1)[NH:11][NH2:12]>>[S:1](=[O:2])(=[O:3])([c:4]1[cH:5][cH:6][c:7]([CH3:8])[cH:9][cH:10]1)[NH:11][N:12]=[CH:15][CH:14]([Cl:13])[Cl:17]. Reactants: CO, CC(C)(C)OC(=O)N1CCC(Nc2nc3c(-c4ccc(F)cc4Cl)cccn3n2)CC1, Cl, C1CCOC1. Product: Fc1ccc(-c2cccn3nc(NC4CCNCC4)nc23)c(Cl)c1. As a reaction SMILES: [CH3:38][OH:39].[Cl:1][c:2]1[c:3](-[c:9]2[c:10]3[n:11]([cH:12][cH:13][cH:14]2)[n:15][c:16]([NH:18][CH:19]2[CH2:20][CH2:21][N:22]([C:25]([O:26][C:27]([CH3:28])([CH3:29])[CH3:30])=[O:31])[CH2:23][CH2:24]2)[n:17]3)[cH:4][cH:5][c:6]([F:8])[cH:7]1.[ClH:32].[O:33]1[CH2:34][CH2:35][CH2:36][CH2:37]1>>[Cl:1][c:2]1[c:3](-[c:9]2[c:10]3[n:11]([cH:12][cH:13][cH:14]2)[n:15][c:16]([NH:18][CH:19]2[CH2:20][CH2:21][NH:22][CH2:23][CH2:24]2)[n:17]3)[cH:4][cH:5][c:6]([F:8])[cH:7]1. Reactants: C(C1=CC=CC=C1)OC(=O)C1(CCCC1)N(CCCO)S(=O)(=O)C1=CC=C(C=C1)C1=CC=C(C=C1)F (1-[(4'-fluorobiphenyl-4-sulfonyl)-(3-hydroxypropyl)amino]cyclopentanecarboxylic acid benzyl ester), CC(=O)C.OS(=O)(=O)O.O=[Cr](=O)=O (Jones reagent). The solvent is CC(=O)C (acetone). Conditions: time 2 hour. The product is C(C1=CC=CC=C1)OC(=O)C1(CCCC1)N(S(=O)(=O)C1=CC=C(C=C1)C1=CC=C(C=C1)F)CCC(=O)O (1-[(2-carboxyethyl)-(4'-fluorobiphenyl-4-sulfonyl)amino]-cyclopentanecarboxylic acid benzyl ester). Reaction SMILES: [CH2:1]([O:8][C:9]([C:11]1([N:16]([S:21]([C:24]2[CH:29]=[CH:28][C:27]([C:30]3[CH:35]=[CH:34][C:33]([F:36])=[CH:32][CH:31]=3)=[CH:26][CH:25]=2)(=[O:23])=[O:22])[CH2:17][CH2:18][CH2:19][OH:20])[CH2:15][CH2:14][CH2:13][CH2:12]1)=[O:10])[C:2]1[CH:7]=[CH:6][CH:5]=[CH:4][CH:3]=1.CC(C)=[O:39].OS(O)(=O)=O.O=[Cr](=O)=O>CC(C)=O>[CH2:1]([O:8][C:9]([C:11]1([N:16]([CH2:17][CH2:18][C:19]([OH:39])=[O:20])[S:21]([C:24]2[CH:25]=[CH:26][C:27]([C:30]3[CH:35]=[CH:34][C:33]([F:36])=[CH:32][CH:31]=3)=[CH:28][CH:29]=2)(=[O:23])=[O:22])[CH2:15][CH2:14][CH2:13][CH2:12]1)=[O:10])[C:2]1[CH:3]=[CH:4][CH:5]=[CH:6][CH:7]=1 |f:1.2.3|. Procedure: A solution of the crude 1-[(4'-fluorobiphenyl-4-sulfonyl)-(3-hydroxypropyl)amino]cyclopentanecarboxylic acid benzyl ester (22.1 grams) in acetone (400 mL) was cooled in an ice bath and treated with Jones reagent (about 20 mL) until an orange color persisted. The mixture was stirred from 0° C. to room temperature over 2 hours. After quenching excess oxidant with isopropanol (1 mL), Celite™ was added and the mixture was filtered. The filtrate was concentrated under vacuum. The residue was taken up... The reactants are CC1CNN=C(O1)C1=CC=C(C=C1)OC(F)(F)F (5,6-dihydro-6-methyl-2-(4-trifluoromethoxyphenyl)-4H-1,3,4-oxadiazine), FC(C1=CC=C(C=C1)N=C=O)(F)F (4-(trifluoromethyl)phenyl isocyanate). Solvent: C(C)#N (acetonitrile). Product: CC1CN(N=C(O1)C1=CC=C(C=C1)OC(F)(F)F)C(=O)NC1=CC=C(C=C1)C(F)(F)F (5,6-dihydro-6-methyl-2-(4-trifluoromethoxy-phenyl)-N-(4-trifluoromethylphenyl)-4H-1,3,4-oxadiazine-4-carboxamide). The yield is 87.3%. RXN SMILES: [CH3:1][CH:2]1[O:7][C:6]([C:8]2[CH:13]=[CH:12][C:11]([O:14][C:15]([F:18])([F:17])[F:16])=[CH:10][CH:9]=2)=[N:5][NH:4][CH2:3]1.[F:19][C:20]([F:31])([F:30])[C:21]1[CH:26]=[CH:25][C:24]([N:27]=[C:28]=[O:29])=[CH:23][CH:22]=1>C(#N)C>[CH3:1][CH:2]1[O:7][C:6]([C:8]2[CH:9]=[CH:10][C:11]([O:14][C:15]([F:18])([F:16])[F:17])=[CH:12][CH:13]=2)=[N:5][N:4]([C:28]([NH:27][C:24]2[CH:23]=[CH:22][C:21]([C:20]([F:19])([F:30])[F:31])=[CH:26][CH:25]=2)=[O:29])[CH2:3]1. Procedure details: 1 g of the 5,6-dihydro-6-methyl-2-(4-trifluoromethoxyphenyl)-4H-1,3,4-oxadiazine prepared above was dissolved in 10 ml of acetonitrile. 1 g of 4-(trifluoromethyl)phenyl isocyanate was added dropwise and then the resulting reaction mixture was refluxed for two hours. Evaporation of the solvent at reduced pressure afforded 1.5 g of 5,6-dihydro-6-methyl-2-(4-trifluoromethoxy-phenyl)-N-(4-trifluoromethylphenyl)-4H-1,3,4-oxadiazine-4-carboxamide as a solid which was washed with a few milliliters of a...